Dataset: the Open Reaction Database (ORD), a public repository of structured organic reaction records. Task: describe an organic reaction: reactants, conditions, products, and yield The reactants are CN(C)C=O, ClCCCCCCCCc1cccnc1, [I-], [Na+], [Na+], [Na+], O=C([O-])[O-], C(=C(c1ccccc1)c1ccccc1)C1CCNCC1. Product: C(=C(c1ccccc1)c1ccccc1)C1CCN(CCCCCCCCc2cccnc2)CC1. Reaction SMILES: [CH3:44][N:45]([CH3:46])[CH:47]=[O:48].[Cl:21][CH2:22][CH2:23][CH2:24][CH2:25][CH2:26][CH2:27][CH2:28][CH2:29][c:30]1[cH:31][n:32][cH:33][cH:34][cH:35]1.[I-:37].[Na+:36].[Na+:38].[Na+:39].[O-:40][C:41](=[O:42])[O-:43].[c:1]1([C:7](=[CH:8][CH:9]2[CH2:10][CH2:11][NH:12][CH2:13][CH2:14]2)[c:15]2[cH:16][cH:17][cH:18][cH:19][cH:20]2)[cH:2][cH:3][cH:4][cH:5][cH:6]1>>[c:1]1([C:7](=[CH:8][CH:9]2[CH2:10][CH2:11][N:12]([CH2:22][CH2:23][CH2:24][CH2:25][CH2:26][CH2:27][CH2:28][CH2:29][c:30]3[cH:31][n:32][cH:33][cH:34][cH:35]3)[CH2:13][CH2:14]2)[c:15]2[cH:16][cH:17][cH:18][cH:19][cH:20]2)[cH:2][cH:3][cH:4][cH:5][cH:6]1. Starting materials: CO, CC(=O)O, NC(=O)C1CCNCC1, O=C1CN(C(c2ccccc2)c2ccccc2)C1. Yields the product NC(=O)C1CCN(C2CN(C(c3ccccc3)c3ccccc3)C2)CC1. Reaction SMILES: [CH3:28][OH:29].[CH3:30][C:31](=[O:32])[OH:33].[NH:1]1[CH2:2][CH2:3][CH:4]([C:7](=[O:8])[NH2:9])[CH2:5][CH2:6]1.[c:10]1([CH:16]([N:17]2[CH2:18][C:19](=[O:21])[CH2:20]2)[c:22]2[cH:23][cH:24][cH:25][cH:26][cH:27]2)[cH:11][cH:12][cH:13][cH:14][cH:15]1>>[N:1]1([CH:19]2[CH2:18][N:17]([CH:16]([c:10]3[cH:11][cH:12][cH:13][cH:14][cH:15]3)[c:22]3[cH:23][cH:24][cH:25][cH:26][cH:27]3)[CH2:20]2)[CH2:2][CH2:3][CH:4]([C:7](=[O:8])[NH2:9])[CH2:5][CH2:6]1. The reactants are ClC1=NN(C(=C1C(=O)Cl)Cl)C (3,5-dichloro-1-methylpyrazole-4-carboxylic acid chloride), Cl.ON (hydroxyamine hydrochloride), [OH-].[K+] (potassium hydroxide), Cl (hydrochloric acid). Run in O1CCCC1 (tetrahydrofuran), O (water), O (water). Reaction conditions: time 5 minute. Product: ClC1=NN(C(=C1C(=O)NO)Cl)C (3,5-dichloro-1-methylpyrazole-4-carbohydroxamic acid). Yield: 88.1%. As a reaction SMILES: Cl.[OH:2][NH2:3].[OH-].[K+].[Cl:6][C:7]1[C:11]([C:12](Cl)=[O:13])=[C:10]([Cl:15])[N:9]([CH3:16])[N:8]=1.Cl>O.O1CCCC1>[Cl:6][C:7]1[C:11]([C:12]([NH:3][OH:2])=[O:13])=[C:10]([Cl:15])[N:9]([CH3:16])[N:8]=1 |f:0.1,2.3|. Reported procedure: In a solution of hydroxyamine hydrochloride (106.9 g, 1.538 mol) in water (200 ml), a solution of 85% potassium hydroxide (101.5 g, 1.538 mol) in water (200 ml) was added at 5 to 15° C., and stirred at room temperature for 5 minutes. Then, a solution of 3,5-dichloro-1-methylpyrazole-4-carboxylic acid chloride (100.0 g, 0.5128 mol) in tetrahydrofuran (170 ml) was added dropwise at 3 to 8° C. over 2 hours. After stirring at 5° C. for 0.5 hour, the mixture was adjusted to pH 3-4 by adding 35% hydro... Starting materials: C(C=CC)O (crotyl alcohol), O1CCCC1 (tetrahydrofuran), C=C1CC(=O)O1 (diketene), O1CCCC1 (tetrahydrofuran). The reagents and catalysts are C(C)(=O)[O-].[Na+] (sodium acetate). Solvent: C(C)OCC (diethyl ether). Product: C(CC(=O)C)(=O)OC\C=C\C (trans-2-buten-1-yl acetoacetate). The yield is 83.0%. RXN SMILES: [CH2:1]([OH:5])[CH:2]=[CH:3][CH3:4].[CH2:6]=[C:7]1O[C:9](=[O:10])[CH2:8]1.[O:12]1CCCC1>C(OCC)C.C([O-])(=O)C.[Na+]>[C:1]([O:10][CH2:9]/[CH:8]=[CH:7]/[CH3:6])(=[O:5])[CH2:2][C:3]([CH3:4])=[O:12] |f:4.5|. Procedure details: To a refluxing solution of crotyl alcohol (21.5 mL, 252 mmol) and sodium acetate (1.24 g, 15.12mmol) in anhydrous tetrahydrofuran (70 mL) under nitrogen, a solution of diketene (21.34 mL, 277.1 mmol) in anhydrous tetrahydrofuran (30 mL) was. added dropwise over a period of 1 hour. The reaction mixture was heated at reflux for an additional 30 min upon completion of the addition. Then, the reaction mixture was cooled to room temperature and diluted with diethyl ether (300 mL). The resulting solut... The reactants are CC(C)(C)OC(=O)CBr, O=C([O-])[O-], CCOC(C)=O, Oc1ccc(OC(F)(F)F)cc1, [K+], [K+], CN(C)C=O, O. The product is CC(C)(C)OC(=O)COc1ccc(OC(F)(F)F)cc1. Reaction SMILES: [Br:1][CH2:2][C:3](=[O:4])[O:5][C:6]([CH3:7])([CH3:8])[CH3:9].[C:10](=[O:11])([O-:12])[O-:13].[CH3:33][CH2:34][O:35][C:36]([CH3:37])=[O:38].[F:16][C:17]([O:18][c:19]1[cH:20][cH:21][c:22]([OH:25])[cH:23][cH:24]1)([F:26])[F:27].[K+:14].[K+:15].[O:28]=[CH:29][N:30]([CH3:31])[CH3:32].[OH2:39]>>[CH2:2]([C:3](=[O:4])[O:5][C:6]([CH3:7])([CH3:8])[CH3:9])[O:25][c:22]1[cH:21][cH:20][c:19]([O:18][C:17]([F:16])([F:26])[F:27])[cH:24][cH:23]1. Starting materials: C(C1=CC=CC=C1)OC1=CC=C(C=C1)C1=CC(=NN1C1=C(C=CC=C1)OC)C1CC(OC(C1)(C)C)(C)C (5-(4-(benzyloxy)phenyl)-1-(2-methoxyphenyl)-3-(2,2,6,6-tetramethyltetrahydro-2H-pyran-4-yl)-1H-pyrazole). The reagents and catalysts are [Pd] (Palladium on carbon). The solvent is CO (MeOH). Run at time 18 hour. Yields the product COC1=C(C=CC=C1)N1N=C(C=C1C1=CC=C(C=C1)O)C1CC(OC(C1)(C)C)(C)C (4-[1-(2-Methoxyphenyl)-3-(2,2,6,6-tetramethyltetrahydro-2H-pyran-4-yl)-1H-pyrazol-5-yl]phenol). Isolated yield 99.8%. Reaction SMILES: C([O:8][C:9]1[CH:14]=[CH:13][C:12]([C:15]2[N:19]([C:20]3[CH:25]=[CH:24][CH:23]=[CH:22][C:21]=3[O:26][CH3:27])[N:18]=[C:17]([CH:28]3[CH2:33][C:32]([CH3:35])([CH3:34])[O:31][C:30]([CH3:37])([CH3:36])[CH2:29]3)[CH:16]=2)=[CH:11][CH:10]=1)C1C=CC=CC=1>[Pd].CO>[CH3:27][O:26][C:21]1[CH:22]=[CH:23][CH:24]=[CH:25][C:20]=1[N:19]1[C:15]([C:12]2[CH:13]=[CH:14][C:9]([OH:8])=[CH:10][CH:11]=2)=[CH:16][C:17]([CH:28]2[CH2:33][C:32]([CH3:35])([CH3:34])[O:31][C:30]([CH3:37])([CH3:36])[CH2:29]2)=[N:18]1. Procedure: Palladium on carbon catalyst (5%, 400 mg) and 5-(4-(benzyloxy)phenyl)-1-(2-methoxyphenyl)-3-(2,2,6,6-tetramethyltetrahydro-2H-pyran-4-yl)-1H-pyrazole (257.8 mg, 0.52 mmol) were taken in MeOH (10 mL) and stirred under a H2 atmosphere (balloon) for 18 h. The catalyst was removed by filtration and the solvent was removed under vacuum to give 211 mg (100%) of the title compound. Reactants: [OH-].[Li+] (lithium hydroxide), C(C)(C)(C)OC(=O)N[C@H]1[C@@H](CC[C@@H](C2=NC=CC=C21)CC(=O)OCC)C2=C(C(=CC=C2)F)F (ethyl 2-((5S,6S,9R)-5-(tert-butoxycarbonylamino)-6-(2,3-difluorophenyl)-6,7,8,9-tetrahydro-5H-cyclohepta[b]pyridin-9-yl)acetate). Solvent: O1CCCC1 (tetrahydrofuran), O (water). Product: C(C)(C)(C)OC(=O)N[C@H]1[C@@H](CC[C@@H](C2=NC=CC=C21)CC(=O)O)C2=C(C(=CC=C2)F)F (2-((5S,6S,9R)-5-(tert-butoxycarbonylamino)-6-(2,3-difluorophenyl)-6,7,8,9-tetrahydro-5H-cyclohepta[b]pyridin-9-yl)acetic acid). RXN SMILES: [OH-].[Li+].[C:3]([O:7][C:8]([NH:10][C@@H:11]1[C:21]2[C:16](=[N:17][CH:18]=[CH:19][CH:20]=2)[C@@H:15]([CH2:22][C:23]([O:25]CC)=[O:24])[CH2:14][CH2:13][C@H:12]1[C:28]1[CH:33]=[CH:32][CH:31]=[C:30]([F:34])[C:29]=1[F:35])=[O:9])([CH3:6])([CH3:5])[CH3:4]>O1CCCC1.O>[C:3]([O:7][C:8]([NH:10][C@@H:11]1[C:21]2[C:16](=[N:17][CH:18]=[CH:19][CH:20]=2)[C@@H:15]([CH2:22][C:23]([OH:25])=[O:24])[CH2:14][CH2:13][C@H:12]1[C:28]1[CH:33]=[CH:32][CH:31]=[C:30]([F:34])[C:29]=1[F:35])=[O:9])([CH3:6])([CH3:4])[CH3:5] |f:0.1|. Procedure details: A mixture of lithium hydroxide (11.2 mg, 0.468 mmol) and ethyl 2-((5S,6S,9R)-5-(tert-butoxycarbonylamino)-6-(2,3-difluorophenyl)-6,7,8,9-tetrahydro-5H-cyclohepta[b]pyridin-9-yl)acetate (118.1 mg, 0.256 mmol) in tetrahydrofuran (3 mL) and water (0.3 mL) was stirred at room temperature over night. LCMS showed complete conversion. The reaction was dried under high vacuum and the crude product (MS(ESI)[M+H+]=433.17) was used as is in the next step.